From a dataset of the Open Reaction Database (ORD), a public repository of structured organic reaction records. describe an organic reaction: reactants, conditions, products, and yield Reactants: [N+](=O)([O-])C=1C=C(C=CC1)B(O)O (3-nitrophenylboronic acid), Cl.BrC1=CC=NC=C1 (4-bromopyridine hydrochloride), bis(diphenylphosphino)butanepalladium(II) chloride, C([O-])(O)=O.[Na+] (sodium bicarbonate). Run in O (water), COCCOC (1,2 dimethoxyethane), O (water). The product is [N+](=O)([O-])C=1C=C(C=CC1)C1=CC=NC=C1 (4-(3nitrophenyl)pyridine). Yield: 74.1%. RXN SMILES: [N+:1]([C:4]1[CH:5]=[C:6](B(O)O)[CH:7]=[CH:8][CH:9]=1)([O-:3])=[O:2].Cl.Br[C:15]1[CH:20]=[CH:19][N:18]=[CH:17][CH:16]=1.C(=O)(O)[O-].[Na+]>O.COCCOC>[N+:1]([C:4]1[CH:5]=[C:6]([C:15]2[CH:20]=[CH:19][N:18]=[CH:17][CH:16]=2)[CH:7]=[CH:8][CH:9]=1)([O-:3])=[O:2] |f:1.2,3.4|. Reported procedure: A stirred mixture of 3-nitrophenylboronic acid (2.00 g), 4-bromopyridine hydrochloride (1.56 g), bis(diphenylphosphino)butanepalladium(II) chloride (0.48 g), sodium bicarbonate (2.69 g), water (30 ml) and 1,2 dimethoxyethane (100 ml) is heated under reflux for 3 hours. The cool mixture is added to water (300 nil) and extracted with chloroform (3×150 ml), and the combined organic extracts washed with water and brine, dried (MgSO4), charcoaled and filtered. The solvent is evaporated to give a resi... The reactants are ClC1=C(C=C(C=2N=C(NC21)C(F)(F)F)[N+](=O)[O-])C(F)(F)F (4-Chloro-7-nitro-2,5-bis(trifluoromethyl)benzimidazole), C(C#CCCCCC)N (2-octyn-1-ylamine). Yields the product C(C#CCCCCC)NC1=C(C=C(C=2N=C(NC21)C(F)(F)F)[N+](=O)[O-])C(F)(F)F (4-(2-octyn-1ylamino)-7-nitro-2,5-bis(trifluoromethyl)benzimidazole). Reaction SMILES: Cl[C:2]1[C:10]2[NH:9][C:8]([C:11]([F:14])([F:13])[F:12])=[N:7][C:6]=2[C:5]([N+:15]([O-:17])=[O:16])=[CH:4][C:3]=1[C:18]([F:21])([F:20])[F:19].[CH2:22]([NH2:30])[C:23]#[C:24][CH2:25][CH2:26][CH2:27][CH2:28][CH3:29]>>[CH2:22]([NH:30][C:2]1[C:10]2[NH:9][C:8]([C:11]([F:14])([F:13])[F:12])=[N:7][C:6]=2[C:5]([N+:15]([O-:17])=[O:16])=[CH:4][C:3]=1[C:18]([F:21])([F:20])[F:19])[C:23]#[C:24][CH2:25][CH2:26][CH2:27][CH2:28][CH3:29]. Procedure details: 4-Chloro-7-nitro-2,5-bis(trifluoromethyl)benzimidazole is reacted with 2-octyn-1-ylamine to obtain 4-(2-octyn-1ylamino)-7-nitro-2,5-bis(trifluoromethyl)benzimidazole, m.w., 422.3. Starting materials: COC(C)(C)C, C1CCOC1, CC(C)O, Cc1cnc(F)c(C)c1I, [H-], [Na+], O. Yields the product Cc1cnc(OC(C)C)c(C)c1I. Reaction SMILES: [C:17]([O:18][CH3:19])([CH3:20])([CH3:21])[CH3:22].[CH2:23]1[O:24][CH2:25][CH2:26][CH2:27]1.[CH:3]([CH3:4])([CH3:5])[OH:6].[F:7][c:8]1[n:9][cH:10][c:11]([CH3:16])[c:12]([I:15])[c:13]1[CH3:14].[H-:1].[Na+:2].[OH2:28]>>[CH:3]([CH3:4])([CH3:5])[O:6][c:8]1[n:9][cH:10][c:11]([CH3:16])[c:12]([I:15])[c:13]1[CH3:14]. Reaction SMILES: [N+:1]([C:4]1([C:13]2[CH:18]=[CH:17][CH:16]=[CH:15][CH:14]=2)[CH:6]([C:7]2[CH:12]=[CH:11][CH:10]=[CH:9][CH:8]=2)O1)([O-])=O.[NH3:19]>>[C:13]1([C:4]2[C:6]([C:7]3[CH:12]=[CH:11][CH:10]=[CH:9][CH:8]=3)=[N:19][C:4]([C:13]3[CH:18]=[CH:17][CH:16]=[CH:15][CH:14]=3)=[C:6]([C:7]3[CH:12]=[CH:11][CH:10]=[CH:9][CH:8]=3)[N:1]=2)[CH:18]=[CH:17][CH:16]=[CH:15][CH:14]=1. Reported procedure: 12 parts of 2-nitro-2,3-diphenyl-oxirane melting at from 109° to 110° C and 100 parts by volume of liquid ammonia are shaken for 6 hours in an autoclave at 100° and 65 atmospheres. After evaporation of the ammonia, the solid residue is treated with water and the constituent left undissolved is filtered off and recrystallized from glacial acetic acid. 5.2 parts of 2,3,5,6-tetraphenylpyrazine (54% of theory) melting at from 253° to 254° C are obtained. The product is C1(=CC=CC=C1)C1=NC(=C(N=C1C1=CC=CC=C1)C1=CC=CC=C1)C1=CC=CC=C1 (2,3,5,6-Tetraphenylpyrazine). Reactants: [N+](=O)([O-])C1(OC1C1=CC=CC=C1)C1=CC=CC=C1 (2-nitro-2,3-diphenyl-oxirane), N (ammonia). Starting materials: O=C(Cl)c1ccccc1, CCCCCCCOC1CCC(=O)N1, CCCCCC, [Li]CCCC, C1CCOC1. Product: CCCCCCCOC1CCC(=O)N1C(=O)c1ccccc1. Reaction SMILES: [C:20]([c:21]1[cH:22][cH:23][cH:24][cH:25][cH:26]1)(=[O:27])[Cl:28].[CH2:6]([CH2:7][CH2:8][CH2:9][CH2:10][CH2:11][CH3:12])[O:13][CH:14]1[CH2:15][CH2:16][C:17](=[O:19])[NH:18]1.[CH3:29][CH2:30][CH2:31][CH2:32][CH2:33][CH3:34].[Li:1][CH2:2][CH2:3][CH2:4][CH3:5].[O:35]1[CH2:36][CH2:37][CH2:38][CH2:39]1>>[CH2:6]([CH2:7][CH2:8][CH2:9][CH2:10][CH2:11][CH3:12])[O:13][CH:14]1[CH2:15][CH2:16][C:17](=[O:19])[N:18]1[C:20]([c:21]1[cH:22][cH:23][cH:24][cH:25][cH:26]1)=[O:27].